From a dataset of the Open Reaction Database (ORD), a public repository of structured organic reaction records. describe an organic reaction: reactants, conditions, products, and yield Reactants: O=C([O-])[O-], O=C([O-])O, CCCCS(=O)(=O)Cl, Cc1ccc(NCc2cccnc2)c(C)c1, CCl, [K+], [K+], [Na+]. The product is CCCCS(=O)(=O)N(Cc1cccnc1)c1ccc(C)cc1C. As a reaction SMILES: [C:19](=[O:20])([O-:21])[O-:22].[C:33](=[O:34])([OH:35])[O-:36].[CH2:25]([CH2:26][CH2:27][CH3:28])[S:29](=[O:30])(=[O:31])[Cl:32].[CH3:3][c:4]1[c:5]([NH:11][CH2:12][c:13]2[cH:14][n:15][cH:16][cH:17][cH:18]2)[cH:6][cH:7][c:8]([CH3:10])[cH:9]1.[Cl:1][CH3:2].[K+:23].[K+:24].[Na+:37]>>[CH3:3][c:4]1[c:5]([N:11]([CH2:12][c:13]2[cH:14][n:15][cH:16][cH:17][cH:18]2)[S:29]([CH2:25][CH2:26][CH2:27][CH3:28])(=[O:30])=[O:31])[cH:6][cH:7][c:8]([CH3:10])[cH:9]1. Starting materials: C1(=CC=CC=C1)C (toluene), OC1CC(NC(C1)(C)C)(C)C (4-hydroxy-2,2,6,6-tetramethylpiperidine), ice water, [OH-].[Na+] (sodium hydroxide). The reagents and catalysts are [Br-].C(CCC)[N+](CCCC)(CCCC)CCCC (tetrabutylammonium bromide). Run in O (water). Conditions: temperature 50 celsius, time 4 hour. Product: CC1(NC(CC(C1)OCC1CO1)(C)C)C (2,2,6,6-tetramethyl-4-(2,3-epoxypropoxy)piperidine). RXN SMILES: [OH-:1].[Na+].[C:3]1([CH3:9])C=CC=C[CH:4]=1.[OH:10][CH:11]1[CH2:16][C:15]([CH3:18])([CH3:17])[NH:14][C:13]([CH3:20])([CH3:19])[CH2:12]1>O.[Br-].C([N+](CCCC)(CCCC)CCCC)CCC>[CH3:17][C:15]1([CH3:18])[CH2:16][CH:11]([O:10][CH2:9][CH:3]2[O:1][CH2:4]2)[CH2:12][C:13]([CH3:20])([CH3:19])[NH:14]1 |f:0.1,5.6|. Reported procedure: 64.0 g of sodium hydroxide (1.6 mol) are dissolved in 64 ml of water under argon in a 750 ml sulfonation flask fitted with mechanical stirrer, condenser, thermometer and 100 ml dropping funnel. 170 ml of toluene, 10.3 g (31.8 mmol) of tetrabutylammonium bromide and 50 g (318 mmol) of 4-hydroxy-2,2,6,6-tetramethylpiperidine are added. 58.8 g (636 mmol) of epichlorohyrdin are added dropwise at 45° C. The mixture is then stirred at 50° C. for 4 hours. The reaction mixture is cooled to room temperat... The reactants are CCO, Cc1ccc2c(Cl)ccnc2n1, CC(=O)Nc1ccc(Sc2ccc(OCC#N)cc2N)cc1. Product: CC(=O)Nc1ccc(Sc2ccc(OCC#N)cc2Nc2ccnc3nc(C)ccc23)cc1. As a reaction SMILES: [CH3:35][CH2:36][OH:37].[Cl:1][c:2]1[c:3]2[cH:4][cH:5][c:6]([CH3:12])[n:7][c:8]2[n:9][cH:10][cH:11]1.[NH2:13][c:14]1[c:15]([S:24][c:25]2[cH:26][cH:27][c:28]([NH:31][C:32]([CH3:33])=[O:34])[cH:29][cH:30]2)[cH:16][cH:17][c:18]([O:20][CH2:21][C:22]#[N:23])[cH:19]1>>[c:2]1([NH:13][c:14]2[c:15]([S:24][c:25]3[cH:26][cH:27][c:28]([NH:31][C:32]([CH3:33])=[O:34])[cH:29][cH:30]3)[cH:16][cH:17][c:18]([O:20][CH2:21][C:22]#[N:23])[cH:19]2)[c:3]2[cH:4][cH:5][c:6]([CH3:12])[n:7][c:8]2[n:9][cH:10][cH:11]1. The reactants are BrC1=CC=C(C=C1)O (4-Bromophenol), O (H2O), Cl.ClCCN(CC)CC (2-chloro-N,N-diethylethanamine hydrochloride), C(=O)([O-])[O-].[Cs+].[Cs+] (Cs2CO3). The solvent is CN(C)C=O (DMF). Yields the product BrC1=CC=C(OCCN(CC)CC)C=C1 ([2-(4-Bromo-phenoxy)-ethyl]-diethyl-amine). RXN SMILES: [Br:1][C:2]1[CH:7]=[CH:6][C:5]([OH:8])=[CH:4][CH:3]=1.Cl.Cl[CH2:11][CH2:12][N:13]([CH2:16][CH3:17])[CH2:14][CH3:15].C([O-])([O-])=O.[Cs+].[Cs+].O>CN(C=O)C>[Br:1][C:2]1[CH:7]=[CH:6][C:5]([O:8][CH2:11][CH2:12][N:13]([CH2:16][CH3:17])[CH2:14][CH3:15])=[CH:4][CH:3]=1 |f:1.2,3.4.5|. Procedure: 4-Bromophenol (0.870 g, 5.00 mmol), 2-chloro-N,N-diethylethanamine hydrochloride (0.90 mg, 5.24 mmol) and Cs2CO3 (8 g, 25 mmol) were combined in DMF (20 mL) and the mixture was heated at reflux over night. H2O (20 mL) was added and the mixture was extracted with EtOAc, then washed with 2N NaOH and brine. The organic layers were combined, dried over Na2SO and concentrated to a brown oil which was then purified by flash chromatography (eluent: 20% EtOAc in hexanes). The reactants are CCCCc1nc2ccc(NC(=O)N3CCCC3)cc2n1Cc1ccc(-c2ccccc2C(=O)OC(C)(C)C)cc1, ClCCl, O=C(O)C(F)(F)F. The product is CCCCc1nc2ccc(NC(=O)N3CCCC3)cc2n1Cc1ccc(-c2ccccc2C(=O)O)cc1. Reaction SMILES: [CH2:1]([CH2:2][CH2:3][CH3:4])[c:5]1[n:6][c:7]2[c:8]([n:9]1[CH2:10][c:11]1[cH:12][cH:13][c:14](-[c:17]3[c:18]([C:23](=[O:24])[O:25][C:26]([CH3:27])([CH3:28])[CH3:29])[cH:19][cH:20][cH:21][cH:22]3)[cH:15][cH:16]1)[cH:30][c:31]([NH:34][C:35](=[O:36])[N:37]1[CH2:38][CH2:39][CH2:40][CH2:41]1)[cH:32][cH:33]2.[CH2:49]([Cl:50])[Cl:51].[OH:42][C:43]([C:44]([F:45])([F:46])[F:47])=[O:48]>>[CH2:1]([CH2:2][CH2:3][CH3:4])[c:5]1[n:6][c:7]2[c:8]([n:9]1[CH2:10][c:11]1[cH:12][cH:13][c:14](-[c:17]3[c:18]([C:23](=[O:24])[OH:25])[cH:19][cH:20][cH:21][cH:22]3)[cH:15][cH:16]1)[cH:30][c:31]([NH:34][C:35](=[O:36])[N:37]1[CH2:38][CH2:39][CH2:40][CH2:41]1)[cH:32][cH:33]2. The reactants are [Al+3], CC(=O)Cl, [Cl-], [Cl-], [Cl-], ClCCCl, Oc1cccc(F)c1. Yields the product CC(=O)c1ccc(O)cc1F. Reaction SMILES: [Al+3:2].[CH3:13][C:14]([Cl:15])=[O:16].[Cl-:1].[Cl-:3].[Cl-:4].[Cl:17][CH2:18][CH2:19][Cl:20].[F:5][c:6]1[cH:7][c:8]([OH:12])[cH:9][cH:10][cH:11]1>>[F:5][c:6]1[cH:7][c:8]([OH:12])[cH:9][cH:10][c:11]1[C:14]([CH3:13])=[O:16].